Task: describe an organic reaction: reactants, conditions, products, and yield. Dataset: the Open Reaction Database (ORD), a public repository of structured organic reaction records Starting materials: C(#N)C=1C=C(COC2=C(C=3C=C4N(C3C=C2)CCC4CC(=O)O)C)C=CC1OC(C)C (2-(7-(3-cyano-4-isopropoxybenzyloxy)-8-methyl-2,3-dihydro-1H-pyrrolo[1,2-a]indol-1-yl)acetic Acid), ClN1C(CCC1=O)=O (N-chlorosuccinimide). Run in C(Cl)Cl (DCM), C(Cl)Cl (DCM). Run at time 40 minute. The product is ClC1=C2N(C=3C=CC(=C(C13)C)OCC1=CC(=C(C=C1)OC(C)C)C#N)CCC2CC(=O)O (2-(9-Chloro-7-(3-cyano-4-isopropoxybenzyloxy)-8-methyl-2,3-dihydro-1H-pyrrolo[1,2-a]indol-1-yl)acetic Acid). The yield is 70.5%. Reaction SMILES: [C:1]([C:3]1[CH:4]=[C:5]([CH:25]=[CH:26][C:27]=1[O:28][CH:29]([CH3:31])[CH3:30])[CH2:6][O:7][C:8]1[CH:16]=[CH:15][C:14]2[N:13]3[CH2:17][CH2:18][CH:19]([CH2:20][C:21]([OH:23])=[O:22])[C:12]3=[CH:11][C:10]=2[C:9]=1[CH3:24])#[N:2].[Cl:32]N1C(=O)CCC1=O>C(Cl)Cl>[Cl:32][C:11]1[C:10]2[C:9]([CH3:24])=[C:8]([O:7][CH2:6][C:5]3[CH:25]=[CH:26][C:27]([O:28][CH:29]([CH3:31])[CH3:30])=[C:3]([C:1]#[N:2])[CH:4]=3)[CH:16]=[CH:15][C:14]=2[N:13]2[CH2:17][CH2:18][CH:19]([CH2:20][C:21]([OH:23])=[O:22])[C:12]=12. Procedure details: To a solution of 2-(7-(3-cyano-4-isopropoxybenzyloxy)-8-methyl-2,3-dihydro-1H-pyrrolo[1,2-a]indol-1-yl)acetic Acid (30 mg, 0.072 mmol) in DCM (2 mL) was added N-chlorosuccinimide (10.1 mg, 0.075 mmol) at 0° C. The reaction was stirred at that temperature for 40 min, diluted with DCM, washed with aqueous Na2S2O3 solution and water, and dried over anhydrous Na2SO4. The solvent was evaporated, and the residue was passed through a silica gel column with 5% MeOH/DCM to give the title compound as beig... The reactants are C[Mg]Cl (Methyl magnesium chloride), C(C1=CC=CC=C1)Br (benzyl bromide), O (Water), C(=S)=S (Carbon disulfide). Run in C1CCOC1 (THF). Reaction conditions: temperature 40 celsius. Yields the product C(C)(=S)SCC1=CC=CC=C1 (benzyl dithioacetate), oil. Yield: 55.0%. RXN SMILES: [CH3:1][Mg]Cl.[C:4](=[S:6])=[S:5].[CH2:7](Br)[C:8]1[CH:13]=[CH:12][CH:11]=[CH:10][CH:9]=1.O>C1COCC1>[C:4]([S:6][CH2:7][C:8]1[CH:13]=[CH:12][CH:11]=[CH:10][CH:9]=1)(=[S:5])[CH3:1]. Procedure: Methyl magnesium chloride (10 mL, 3M solution in THF) was diluted with THF (10 mL) and the resulting solution warmed to 40° C. Carbon disulfide (2.28 g, 0.03 mol) was added over 10 minutes while maintaining the reaction temperature at 40° C. The reaction was cooled to room temperature before adding benzyl bromide (5.1 g, 0.03 mol) over 15 minutes. The reaction temperature was increased to 50° C. and maintained for a further 45 minutes. Water (100 mL) was added and the organic products extracted ... The reactants are C1(=CC=CC=C1)C(C=1C=C(C=CC1)C(C(=O)OC)C)O (Methyl 2-[3-(phenylhydroximethyl)phenyl]propionate), S(=O)(Cl)Cl (thionyl chloride). The solvent is C(Cl)Cl (methylene chloride), C(Cl)Cl (methylene chloride). Reaction conditions: temperature 0 celsius, time 1 hour. Product: C1(=CC=CC=C1)C(C=1C=C(C=CC1)C(C(=O)OC)C)Cl (Methyl 2-[3-(phenylchloromethyl)phenyl]propionate). The yield is 75.0%. As a reaction SMILES: [C:1]1([CH:7](O)[C:8]2[CH:9]=[C:10]([CH:14]([CH3:19])[C:15]([O:17][CH3:18])=[O:16])[CH:11]=[CH:12][CH:13]=2)[CH:6]=[CH:5][CH:4]=[CH:3][CH:2]=1.S(Cl)([Cl:23])=O>C(Cl)Cl>[C:1]1([CH:7]([Cl:23])[C:8]2[CH:9]=[C:10]([CH:14]([CH3:19])[C:15]([O:17][CH3:18])=[O:16])[CH:11]=[CH:12][CH:13]=2)[CH:6]=[CH:5][CH:4]=[CH:3][CH:2]=1. Procedure details: Methyl 2-[3-(phenylhydroximethyl)phenyl]propionate (128 g) was dissolved in 100 mL of dry methylene chloride and the solution was cooled to 0° C. Then 41 mL of thionyl chloride in 50 mL methylene chloride were added along 1 hour, keeping the reaction temperature between 5 and 10° C. After staying for 1 hour at 5° C. and 1 hour at room temperature, solvents were removed and the residue (130.5 g, yellow oil) was vacuum distilled, yielding 103 g (75% yield) of the title compound as a yellow transpa...